From a dataset of the Open Reaction Database (ORD), a public repository of structured organic reaction records. describe an organic reaction: reactants, conditions, products, and yield Starting materials: [Al+3], COC(=O)CN1CCN2c3ccccc3Cn3cccc3C2C1, [H-], [H-], [H-], [H-], [Li+], [Na+], C1CCOC1, [OH-], O. Product: OCCN1CCN2c3ccccc3Cn3cccc3C2C1. RXN SMILES: [Al+3:25].[C:1](=[O:2])([O:3][CH3:4])[CH2:5][N:6]1[CH2:7][CH:8]2[N:9]([c:10]3[c:11]([cH:18][cH:19][cH:20][cH:21]3)[CH2:12][n:13]3[c:14]2[cH:15][cH:16][cH:17]3)[CH2:22][CH2:23]1.[H-:24].[H-:27].[H-:28].[H-:29].[Li+:26].[Na+:32].[O:33]1[CH2:34][CH2:35][CH2:36][CH2:37]1.[OH-:31].[OH2:30]>>[CH2:1]([OH:2])[CH2:5][N:6]1[CH2:7][CH:8]2[N:9]([c:10]3[c:11]([cH:18][cH:19][cH:20][cH:21]3)[CH2:12][n:13]3[c:14]2[cH:15][cH:16][cH:17]3)[CH2:22][CH2:23]1. The reactants are C=C1N(C)c2ccccc2C1(C)C, CN(C)c1ccc(C(=CC=O)c2ccc(N(C)C)cc2)cc1, CC(=O)O, Cl. The product is CN(C)c1ccc(C(=CC=CC2[NH+](C)c3ccccc3C2(C)C)c2ccc(N(C)C)cc2)cc1, [Cl-]. Reaction SMILES: [CH3:24][N:25]1[C:26](=[CH2:36])[C:27]([CH3:34])([CH3:35])[c:28]2[cH:29][cH:30][cH:31][cH:32][c:33]21.[CH3:2][N:3]([c:4]1[cH:5][cH:6][c:7]([C:10](=[CH:11][CH:12]=[O:13])[c:14]2[cH:15][cH:16][c:17]([N:20]([CH3:21])[CH3:22])[cH:18][cH:19]2)[cH:8][cH:9]1)[CH3:23].[CH3:37][C:38](=[O:39])[OH:40].[ClH:1]>>[CH3:2][N:3]([c:4]1[cH:5][cH:6][c:7]([C:10](=[CH:11][CH:12]=[CH:36][CH:26]2[NH+:25]([CH3:24])[c:33]3[c:28]([cH:29][cH:30][cH:31][cH:32]3)[C:27]2([CH3:34])[CH3:35])[c:14]2[cH:15][cH:16][c:17]([N:20]([CH3:21])[CH3:22])[cH:18][cH:19]2)[cH:8][cH:9]1)[CH3:23].[Cl-:1]. The reactants are Cl (HCl), O[Li].O (LiOH.H2O), C(C)OC(CCCCC1=NOC(=C1)C1=C(C=CC=C1)O)=O (5-[5-(2-hydroxy-phenyl)-isoxazol-3-yl]-pentanoic acid ethyl ester). The solvent is O (water), O1CCOCC1 (dioxane). Conditions: time 8 hour. Yields the product OC1=C(C=CC=C1)C1=CC(=NO1)CCCCC(=O)O (5-[5-(2-Hydroxy-phenyl)-isoxazol-3-yl]-pentanoic acid). Isolated yield 86.9%. As a reaction SMILES: O[Li].O.C([O:6][C:7](=[O:24])[CH2:8][CH2:9][CH2:10][CH2:11][C:12]1[CH:16]=[C:15]([C:17]2[CH:22]=[CH:21][CH:20]=[CH:19][C:18]=2[OH:23])[O:14][N:13]=1)C.Cl>O.O1CCOCC1>[OH:23][C:18]1[CH:19]=[CH:20][CH:21]=[CH:22][C:17]=1[C:15]1[O:14][N:13]=[C:12]([CH2:11][CH2:10][CH2:9][CH2:8][C:7]([OH:24])=[O:6])[CH:16]=1 |f:0.1|. Procedure details: Add a solution of LiOH.H2O (2.87 g, 68.4 mmol) in water (60 mL) to a rapidly stirred solution of 5-[5-(2-hydroxy-phenyl)-isoxazol-3-yl]-pentanoic acid ethyl ester (3.96 g, 13.7 mmol) in dioxane (120 mL) and stir at room temperature overnight. After 1 hour, acidify to pH 1 with 5N HCl solution and concentrate to remove the majority of the dioxane. Add water to residue and place in refrigerator overnight. Filter out solids, wash with water, dry in a 50° C. vacuum oven for 6 hours to afford the tit... The reactants are COC(=O)C(=O)Cl, Nc1cccc(CO)c1, C1CCOC1, O. The product is COC(=O)C(=O)Nc1cccc(CO)c1. As a reaction SMILES: [CH3:10][O:11][C:12]([C:13](=[O:14])[Cl:15])=[O:16].[NH2:1][c:2]1[cH:3][c:4]([CH2:5][OH:6])[cH:7][cH:8][cH:9]1.[O:18]1[CH2:19][CH2:20][CH2:21][CH2:22]1.[OH2:17]>>[NH:1]([c:2]1[cH:3][c:4]([CH2:5][OH:6])[cH:7][cH:8][cH:9]1)[C:13]([C:12]([O:11][CH3:10])=[O:16])=[O:14]. Starting materials: C(C1=CC=CC=C1)N(C1=C(C(=CC=C1)NS(=O)(=O)C)C)CC1=CC=C(OC=2C=C(OCC(=O)O)C=CC2)C=C1 ((3-{4-[(benzyl{2-methyl-3-[(methylsulfonyl)amino]phenyl}amino)methyl]phenoxy}phenoxy)acetic acid), Cl.C(C)OC(CCN)=O (β-alanine ethyl ester hydrochloride). Product: C(C1=CC=CC=C1)N(C1=C(C(=CC=C1)NS(=O)(=O)C)C)CC1=CC=C(OC=2C=C(OCC(=O)NCCC(=O)O)C=CC2)C=C1 (N-[(3-{4-[(benzyl{2-methyl-3-[(methylsulfonyl)amino]phenyl}amino)methyl]phenoxy}phenoxy)acetyl]-beta-alanine). As a reaction SMILES: [CH2:1]([N:8]([CH2:21][C:22]1[CH:39]=[CH:38][C:25]([O:26][C:27]2[CH:28]=[C:29]([CH:35]=[CH:36][CH:37]=2)[O:30][CH2:31][C:32]([OH:34])=O)=[CH:24][CH:23]=1)[C:9]1[CH:14]=[CH:13][CH:12]=[C:11]([NH:15][S:16]([CH3:19])(=[O:18])=[O:17])[C:10]=1[CH3:20])[C:2]1[CH:7]=[CH:6][CH:5]=[CH:4][CH:3]=1.Cl.C([O:43][C:44](=[O:48])[CH2:45][CH2:46][NH2:47])C>>[CH2:1]([N:8]([CH2:21][C:22]1[CH:39]=[CH:38][C:25]([O:26][C:27]2[CH:28]=[C:29]([CH:35]=[CH:36][CH:37]=2)[O:30][CH2:31][C:32]([NH:47][CH2:46][CH2:45][C:44]([OH:48])=[O:43])=[O:34])=[CH:24][CH:23]=1)[C:9]1[CH:14]=[CH:13][CH:12]=[C:11]([NH:15][S:16]([CH3:19])(=[O:17])=[O:18])[C:10]=1[CH3:20])[C:2]1[CH:7]=[CH:6][CH:5]=[CH:4][CH:3]=1 |f:1.2|. Procedure details: The product from Example 62C and β-alanine ethyl ester hydrochloride were processed as described in Example 104B to provide the title compound. 1H NMR (300 MHz, DMSO-d6) δ8.97 (s, 1 H), 8.10 (t, 1 H), 7.24 (m, 8 H), 6.99 (m, 5 H), 6.71 (m, 1 H), 6.55 (m, 2 H), 4.43 (s, 2 H), 4.06 (s, 2 H), 4.03 (s, 2 H), 3.31 (dd, 2 H), 2.88 (s, 3 H), 2.40 (t, 4 H), 2.07 (s, 2 H); MS (APCI) m/z 618 (M+H+).